From a dataset of the Open Reaction Database (ORD), a public repository of structured organic reaction records. describe an organic reaction: reactants, conditions, products, and yield Starting materials: CCOc1ccc(CC(=O)O)cc1OCC, CC(=O)O, O, O=[N+]([O-])O. Yields the product CCOc1cc(CC(=O)O)c([N+](=O)[O-])cc1OCC. Reaction SMILES: [CH2:1]([CH3:2])[O:3][c:4]1[cH:5][c:6]([CH2:13][C:14](=[O:15])[OH:16])[cH:7][cH:8][c:9]1[O:10][CH2:11][CH3:12].[CH3:22][C:23](=[O:24])[OH:25].[OH2:21].[OH:17][N+:18]([O-:19])=[O:20]>>[CH2:1]([CH3:2])[O:3][c:4]1[cH:5][c:6]([CH2:13][C:14](=[O:15])[OH:16])[c:7]([N+:18](=[O:17])[O-:19])[cH:8][c:9]1[O:10][CH2:11][CH3:12].